This data is from the Open Reaction Database (ORD), a public repository of structured organic reaction records. The task is: describe an organic reaction: reactants, conditions, products, and yield The reactants are CC(=O)OC(C)=O, O=C(CCSCCO)NCC=CCOc1cc(CN2CCCCC2)ccn1. The product is CC(=O)OCCSCCC(=O)NCC=CCOc1cc(CN2CCCCC2)ccn1. Reaction SMILES: [CH3:28][C:29](=[O:30])[O:31][C:32](=[O:33])[CH3:34].[N:1]1([CH2:7][c:8]2[cH:9][c:10]([O:14][CH2:15][CH:16]=[CH:17][CH2:18][NH:19][C:20]([CH2:21][CH2:22][S:23][CH2:24][CH2:25][OH:26])=[O:27])[n:11][cH:12][cH:13]2)[CH2:2][CH2:3][CH2:4][CH2:5][CH2:6]1>>[N:1]1([CH2:7][c:8]2[cH:9][c:10]([O:14][CH2:15][CH:16]=[CH:17][CH2:18][NH:19][C:20]([CH2:21][CH2:22][S:23][CH2:24][CH2:25][O:26][C:29]([CH3:28])=[O:30])=[O:27])[n:11][cH:12][cH:13]2)[CH2:2][CH2:3][CH2:4][CH2:5][CH2:6]1. Reactants: CC(C)n1ncnc1-c1cn2c(n1)-c1cc(Br)ccc1OCC2, O=C([O-])[O-], OB(O)c1ccc(Cl)cc1, [Cs+], [Cs+], C1COCCO1, O. Yields the product CC(C)n1ncnc1-c1cn2c(n1)-c1cc(-c3ccc(Cl)cc3)ccc1OCC2. As a reaction SMILES: [Br:1][c:2]1[cH:3][cH:4][c:5]2[c:6]([cH:23]1)-[c:7]1[n:8]([cH:12][c:13](-[c:15]3[n:16][cH:17][n:18][n:19]3[CH:20]([CH3:21])[CH3:22])[n:14]1)[CH2:9][CH2:10][O:11]2.[C:34](=[O:35])([O-:36])[O-:37].[Cl:24][c:25]1[cH:26][cH:27][c:28]([B:31]([OH:32])[OH:33])[cH:29][cH:30]1.[Cs+:38].[Cs+:39].[O:41]1[CH2:42][CH2:43][O:44][CH2:45][CH2:46]1.[OH2:40]>>[c:2]1(-[c:28]2[cH:27][cH:26][c:25]([Cl:24])[cH:30][cH:29]2)[cH:3][cH:4][c:5]2[c:6]([cH:23]1)-[c:7]1[n:8]([cH:12][c:13](-[c:15]3[n:16][cH:17][n:18][n:19]3[CH:20]([CH3:21])[CH3:22])[n:14]1)[CH2:9][CH2:10][O:11]2.